Dataset: the Open Reaction Database (ORD), a public repository of structured organic reaction records. Task: describe an organic reaction: reactants, conditions, products, and yield The reactants are F[C@H]1C[C@H]2[C@@H]3CCC([C@@]3(C)C[C@@H]([C@@H]2[C@]2(C=CC(C=C12)=O)C)O)=O (6α-fluoro-11β-hydroxyandrosta-1,4-diene-3,17-dione), F[C@H]1C[C@H]2[C@@H]3CCC([C@@]3(C)CC=C2[C@]2(C=CC(C=C12)=O)C)=O (6α-fluoroandrost-1,4,9(11)-triene-3,17-dione), Steroid. Yields the product F[C@H]1C[C@H]2[C@@H]3CC(C([C@@]3(C)CC=C2[C@]2(C=CC(C=C12)=O)C)=O)=C (6α-fluoro-16-methyleneandrosta-1,4,9(11)-triene-3,17-dione). RXN SMILES: [F:1][C@@H:2]1[C:19]2[C@:14]([CH3:21])([CH:15]=[CH:16][C:17](=[O:20])[CH:18]=2)[C@@H:13]2[C@H:4]([C@H:5]3[C@@:9]([CH2:11][C@@H:12]2O)([CH3:10])[C:8](=[O:23])[CH2:7][CH2:6]3)[CH2:3]1.F[C@@H:25]1C2[C@](C)(C=CC(=O)C=2)C2[C@H]([C@H]3[C@@](CC=2)(C)C(=O)CC3)C1>>[F:1][C@@H:2]1[C:19]2[C@:14]([CH3:21])([CH:15]=[CH:16][C:17](=[O:20])[CH:18]=2)[C:13]2[C@H:4]([C@H:5]3[C@@:9]([CH2:11][CH:12]=2)([CH3:10])[C:8](=[O:23])[C:7](=[CH2:25])[CH2:6]3)[CH2:3]1. Procedure: Likewise diflorasone diacetate (6α,9α-difluoro-11β,17α,21-trihydroxy-16β-methylpregna-1,4-diene-3,20-dione 17,21-diacetate) can be produced using the process of the present invention. First, 6α-fluoro-11β-hydroxyandrosta-1,4-diene-3,17-dione (U.S. Pat. No. 2,867,630) is dehydrated to 6α-fluoroandrost-1,4,9(11)-triene-3,17-dione by means well known to those skilled in the art, see Steroid Reactions, C. Djerassi, Holden-Day, San Francisco, 1963 p. 238 & 239. The 16-methylene group is then added by... Starting materials: CCCCC1CC(CN(C=O)OCc2ccccc2)(C(=O)NNc2nccc(C(F)(F)F)n2)C1, CO. Yields the product CCCCC1CC(CN(O)C=O)(C(=O)NNc2nccc(C(F)(F)F)n2)C1. RXN SMILES: [CH2:1]([c:2]1[cH:3][cH:4][cH:5][cH:6][cH:7]1)[O:8][N:9]([CH:10]=[O:11])[CH2:12][C:13]1([C:21](=[O:22])[NH:23][NH:24][c:25]2[n:26][cH:27][cH:28][c:29]([C:31]([F:32])([F:33])[F:34])[n:30]2)[CH2:14][CH:15]([CH2:17][CH2:18][CH2:19][CH3:20])[CH2:16]1.[CH3:35][OH:36]>>[OH:8][N:9]([CH:10]=[O:11])[CH2:12][C:13]1([C:21](=[O:22])[NH:23][NH:24][c:25]2[n:26][cH:27][cH:28][c:29]([C:31]([F:32])([F:33])[F:34])[n:30]2)[CH2:14][CH:15]([CH2:17][CH2:18][CH2:19][CH3:20])[CH2:16]1. Reactants: CN(C)C(=O)CCl, O=C(c1cc(C(F)(F)F)cc(C(F)(F)F)c1)N1CCC2(CC1)C(=O)NCN2c1ccccc1Cl. Product: CN(C)C(=O)CN1CN(c2ccccc2Cl)C2(CCN(C(=O)c3cc(C(F)(F)F)cc(C(F)(F)F)c3)CC2)C1=O. As a reaction SMILES: [Cl:35][CH2:36][C:37](=[O:38])[N:39]([CH3:40])[CH3:41].[F:1][C:2]([c:3]1[cH:4][c:5]([C:6](=[O:7])[N:8]2[CH2:9][CH2:10][C:11]3([C:12](=[O:23])[NH:13][CH2:14][N:15]3[c:16]3[c:17]([Cl:22])[cH:18][cH:19][cH:20][cH:21]3)[CH2:24][CH2:25]2)[cH:26][c:27]([C:29]([F:30])([F:31])[F:32])[cH:28]1)([F:33])[F:34]>>[F:1][C:2]([c:3]1[cH:4][c:5]([C:6](=[O:7])[N:8]2[CH2:9][CH2:10][C:11]3([C:12](=[O:23])[N:13]([CH2:36][C:37](=[O:38])[N:39]([CH3:40])[CH3:41])[CH2:14][N:15]3[c:16]3[c:17]([Cl:22])[cH:18][cH:19][cH:20][cH:21]3)[CH2:24][CH2:25]2)[cH:26][c:27]([C:29]([F:30])([F:31])[F:32])[cH:28]1)([F:33])[F:34]. Starting materials: N1=C(C=CC2=CC=CC=C12)COC=1C=C(COC2=CC3=C(SC(=C3C)C(=O)N)C=C2)C=CC1 (5-[3-(2-quinolinylmethyloxy)benzyloxy]-3-methylbenzo(b)thiophene-2-carboxamide), CS(=O)(=O)Cl (methanesulfonyl chloride), O (water), C(C)(=O)OCC (ethyl acetate). The solvent is N1=CC=CC=C1 (pyridine). Reaction conditions: time 16 hour. The product is C(#N)C1=C(C2=C(S1)C=CC(=C2)OCC2=CC(=CC=C2)OCC2=NC1=CC=CC=C1C=C2)C (2-cyano-5-[3-(2-quinolinylmethyloxy)benzyloxy]-3-methylbenzo(b)thiophene). Reaction SMILES: [N:1]1[C:10]2[C:5](=[CH:6][CH:7]=[CH:8][CH:9]=2)[CH:4]=[CH:3][C:2]=1[CH2:11][O:12][C:13]1[CH:14]=[C:15]([CH:31]=[CH:32][CH:33]=1)[CH2:16][O:17][C:18]1[CH:30]=[CH:29][C:21]2[S:22][C:23]([C:26]([NH2:28])=O)=[C:24]([CH3:25])[C:20]=2[CH:19]=1.CS(Cl)(=O)=O.O.C(OCC)(=O)C>N1C=CC=CC=1>[C:26]([C:23]1[S:22][C:21]2[CH:29]=[CH:30][C:18]([O:17][CH2:16][C:15]3[CH:31]=[CH:32][CH:33]=[C:13]([O:12][CH2:11][C:2]4[CH:3]=[CH:4][C:5]5[C:10](=[CH:9][CH:8]=[CH:7][CH:6]=5)[N:1]=4)[CH:14]=3)=[CH:19][C:20]=2[C:24]=1[CH3:25])#[N:28]. Procedure: To a stirred solution of 5-[3-(2-quinolinylmethyloxy)benzyloxy]-3-methylbenzo(b)thiophene-2-carboxamide (454.5 mg, 1 mmol) in pyridine (10 ml) at room temperature is added methanesulfonyl chloride (387 μL, 5 mmol). The solution is stirred for 16 hours and water (50 ml) and ethyl acetate (100 ml) are added. Extraction with ethyl acetate, washing with water and brine, drying (MgSO4) and concentration affords a crude product which is chromatographed over silica gel. Elution with 25% ethyl acetate i... The reactants are C(CC)N1C(N(C=2NC(=NC2C1=O)C(CC1=CC=C(OCC(=O)O)C=C1)C)CCC)=O ((-)-2-[4-[2-(2,3,6,9-tetrahydro-1,3-dipropyl-2,6-dioxo-1H-purin-8-yl)propyl]phenoxy]acetic acid), Cl.C(C)(C)(C)OC([C@@H](N)C)=O (L-alanine t-butylester hydrochloride), OC1=CC=CC=2NN=NC21 (hydroxybenztriazole), Cl.CN(CCCN=C=NCC)C (1-(3-dimethylaminopropyl)-3-ethylcarbodiimide hydrochloride), C(C)(C)N(CC)C(C)C (diisopropylethylamine). Run in C(Cl)Cl (methylene chloride), C(C)(=O)OCC (ethyl acetate). Yields the product C(CC)N1C(N(C=2NC(=NC2C1=O)C(CC1=CC=C(C=C1)OCC(=O)N[C@@H](C)C(=O)OC(C)(C)C)C)CCC)=O ((-)-N-[[[4-[2-(2,3,6,9-Tetrahydro-1,3-dipropyl-2,6-dioxo-1H-purin-8-yl)propy]phenyl]oxy]acetyl]-L-alanine, t-butyl ester). Reaction SMILES: [CH2:1]([N:4]1[C:12](=[O:13])[C:11]2[N:10]=[C:9]([CH:14]([CH3:27])[CH2:15][C:16]3[CH:26]=[CH:25][C:19]([O:20][CH2:21][C:22](O)=[O:23])=[CH:18][CH:17]=3)[NH:8][C:7]=2[N:6]([CH2:28][CH2:29][CH3:30])[C:5]1=[O:31])[CH2:2][CH3:3].Cl.[C:33]([O:37][C:38](=[O:42])[C@H:39]([CH3:41])[NH2:40])([CH3:36])([CH3:35])[CH3:34].OC1C2N=NNC=2C=CC=1.Cl.CN(C)CCCN=C=NCC.C(N(C(C)C)CC)(C)C>C(Cl)Cl.C(OCC)(=O)C>[CH2:1]([N:4]1[C:12](=[O:13])[C:11]2[N:10]=[C:9]([CH:14]([CH3:27])[CH2:15][C:16]3[CH:26]=[CH:25][C:19]([O:20][CH2:21][C:22]([NH:40][C@H:39]([C:38]([O:37][C:33]([CH3:36])([CH3:35])[CH3:34])=[O:42])[CH3:41])=[O:23])=[CH:18][CH:17]=3)[NH:8][C:7]=2[N:6]([CH2:28][CH2:29][CH3:30])[C:5]1=[O:31])[CH2:2][CH3:3] |f:1.2,4.5|. Reported procedure: Mix (-)-2-[4-[2-(2,3,6,9-tetrahydro-1,3-dipropyl-2,6-dioxo-1H-purin-8-yl)propyl]phenoxy]acetic acid (4.28 g, 10 mmol), L-alanine t-butylester hydrochloride (965 mg, 5.3 mmol), hydroxybenztriazole (1.65 g, 11 mmol) and 1-(3-dimethylaminopropyl)-3-ethylcarbodiimide hydrochloride (2.1 g, 11 mmol). Add a solution of diisopropylethylamine (3.8 mL) in methylene chloride (20 mL) and stir at room temperature for several hours. Dilute with ethyl acetate (150 mL), wash with cold 0.5N hydrochloric acid, sa... Starting materials: O[C@@H]1[C@](CC2=CC=CC=C12)(C=1CC2=CC=CC=C2C1)CC1=CC=C(C(=O)O)C=C1 (4-(((1R,2R)-1-hydroxy-2,3-dihydro-1H,1′H-[2,2′-biinden]-2-yl)methyl)benzoic acid), C1CCC(CC1)N=C=NC2CCCCC2 (DCC), C1=CC=CC=2C3=CC=CC=C3C(C12)COC(=O)N[C@@H](C(C)C)C(=O)O (N-[(9H-fluoren-9-ylmethoxy)carbonyl]-L-valine). Reagents/catalysts: CN(C)C=1C=CN=CC1 (DMAP). Solvent: C(C)(=O)OCC (ethyl acetate). Reaction conditions: time 12 hour. Yields the product N[C@@H](C(C)C)C(=O)O[C@@H]1[C@](CC2=CC=CC=C12)(C=1CC2=CC=CC=C2C1)CC1=CC=C(C(=O)O)C=C1 (4-{[(1′R,2′R)-1′-(L-valyloxy)-1′,3′-dihydro-1H,2′H-2,2′-biinden-2′-yl]methyl}benzoic acid). Isolated yield 36.3%. RXN SMILES: [OH:1][C@H:2]1[C:10]2[C:5](=[CH:6][CH:7]=[CH:8][CH:9]=2)[CH2:4][C@:3]1([CH2:20][C:21]1[CH:29]=[CH:28][C:24]([C:25]([OH:27])=[O:26])=[CH:23][CH:22]=1)[C:11]1[CH2:12][C:13]2[C:18]([CH:19]=1)=[CH:17][CH:16]=[CH:15][CH:14]=2.C1CCC(N=C=NC2CCCCC2)CC1.C1C2C(COC([NH:62][C@H:63]([C:67](O)=[O:68])[CH:64]([CH3:66])[CH3:65])=O)C3C(=CC=CC=3)C=2C=CC=1>CN(C1C=CN=CC=1)C.C(OCC)(=O)C>[NH2:62][C@H:63]([C:67]([O:1][C@H:2]1[C:10]2[C:5](=[CH:6][CH:7]=[CH:8][CH:9]=2)[CH2:4][C@:3]1([CH2:20][C:21]1[CH:29]=[CH:28][C:24]([C:25]([OH:27])=[O:26])=[CH:23][CH:22]=1)[C:11]1[CH2:12][C:13]2[C:18]([CH:19]=1)=[CH:17][CH:16]=[CH:15][CH:14]=2)=[O:68])[CH:64]([CH3:66])[CH3:65]. Procedure details: To a solution of 4-(((1R,2R)-1-hydroxy-2,3-dihydro-1H,1′H-[2,2′-biinden]-2-yl)methyl)benzoic acid (230 mg, 0.60 mmol), DCC (148 mg, 0.72 mmol) and DMAP (7 mg, 0.059 mmol) in ethyl acetate (12 mL), was added N-[(9H-fluoren-9-ylmethoxy)carbonyl]-L-valine (193 mg, 0.60 mmol) and then stirred at room temperature for 12 h. The solids were filtered, washed with ethyl acetate (25 ml) and the combined filtrate was washed with 1.5 N HCl (25 mL), water (25 mL), brine (10 mL), dried over anhydrous Na2SO4. ...